This data is from the Open Reaction Database (ORD), a public repository of structured organic reaction records. The task is: describe an organic reaction: reactants, conditions, products, and yield Reactants: COC(=O)C1=C(OCCCC(=O)OCC)C=CC(=C1)[N+](=O)[O-] (ethyl 4-(2-methoxycarbonyl-4-nitrophenoxy)butyrate). Reagents/catalysts: [C].[Pd] (palladium-carbon). The solvent is C1CCOC1 (THF). Run at time 4 hour. Product: NC1=CC(=C(OCCCC(=O)OCC)C=C1)C(=O)OC (ethyl 4-(4-amino-2-methoxycarbonylphenoxy)butyrate). Yield: 102.8%. Reaction SMILES: [CH3:1][O:2][C:3]([C:5]1[CH:19]=[C:18]([N+:20]([O-])=O)[CH:17]=[CH:16][C:6]=1[O:7][CH2:8][CH2:9][CH2:10][C:11]([O:13][CH2:14][CH3:15])=[O:12])=[O:4]>C1COCC1.[C].[Pd]>[NH2:20][C:18]1[CH:17]=[CH:16][C:6]([O:7][CH2:8][CH2:9][CH2:10][C:11]([O:13][CH2:14][CH3:15])=[O:12])=[C:5]([C:3]([O:2][CH3:1])=[O:4])[CH:19]=1 |f:2.3|. Reported procedure: In THF (25 ml) was dissolved ethyl 4-(2-methoxycarbonyl-4-nitrophenoxy)butyrate (2.37 g, 7.61 mmol), and to the mixture was added 10% palladium-carbon (containing 50% water, 0.94 g). The mixture was subjected to catalytic reduction at room temperature for 4 hours. Insoluble materials were filtered off, and the filtrate was dried with anhydrous magnesium sulfate and concentrated under reduced pressure to give ethyl 4-(4-amino-2-methoxycarbonylphenoxy)butyrate (2.20 g). Starting materials: CO\N=C(/COC1=CC=C(C=C1)CO)\C1=CC=C(C=C1)OC ((1Z)-2-[4-(hydroxymethyl)phenoxy]-1-(4-methoxyphenyl)ethanone O-methyloxime), OC1=CC=C(C=C1)C1C(C1)C(=O)OCC (ethyl 2-(4-hydroxyphenyl)cyclopropanecarboxylate). The product is CO\N=C(/COC1=CC=C(COC2=CC=C(C=C2)C2C(C2)C(=O)O)C=C1)\C1=CC=C(C=C1)OC (2-{4-[(4-{[(2Z)-2-(Methoxyimino)-2-(4-methoxyphenyl)ethyl]oxy}benzyl)oxy]phenyl}cyclopropanecarboxylic acid). Yield: 13.3%. As a reaction SMILES: [CH3:1][O:2]/[N:3]=[C:4](/[C:15]1[CH:20]=[CH:19][C:18]([O:21][CH3:22])=[CH:17][CH:16]=1)\[CH2:5][O:6][C:7]1[CH:12]=[CH:11][C:10]([CH2:13][OH:14])=[CH:9][CH:8]=1.O[C:24]1[CH:29]=[CH:28][C:27]([CH:30]2[CH2:32][CH:31]2[C:33]([O:35]CC)=[O:34])=[CH:26][CH:25]=1>>[CH3:1][O:2]/[N:3]=[C:4](/[C:15]1[CH:16]=[CH:17][C:18]([O:21][CH3:22])=[CH:19][CH:20]=1)\[CH2:5][O:6][C:7]1[CH:8]=[CH:9][C:10]([CH2:13][O:14][C:24]2[CH:29]=[CH:28][C:27]([CH:30]3[CH2:32][CH:31]3[C:33]([OH:35])=[O:34])=[CH:26][CH:25]=2)=[CH:11][CH:12]=1. Reported procedure: Compound 46 was synthesized from (1Z)-2-[4-(hydroxymethyl)phenoxy]-1-(4-methoxyphenyl)ethanone O-methyloxime (0.146 g, 0.48 mmol) and ethyl 2-(4-hydroxyphenyl)cyclopropanecarboxylate (0.1 g, 0.4 mmol) by following the procedure described in scheme 18 (0.01 g, yield: 13.26%); Purity: 92.24%. Starting materials: O.NN (hydrazine hydrate), C(=O)O (formic acid), C(N)(=S)C=1C=C(C(=O)N)C=C(C1)C(F)(F)F (3-carbamothioyl-5-(trifluoromethyl)benzamide), C(C)(=O)OCC.CCCCCC (ethyl acetate hexane). Run in CO (methanol), CN(C)C=O (DMF), ClCCl (dichloromethane). Conditions: time 1.5 hour. The product is N1N=C(N=C1)C=1C=C(C(=O)N)C=C(C1)C(F)(F)F (3-(1H-1,2,4-triazol-3-yl)-5-(trifluoromethyl)benzamide). Reaction SMILES: [C:1]([C:4]1[CH:5]=[C:6]([CH:10]=[C:11]([C:13]([F:16])([F:15])[F:14])[CH:12]=1)[C:7]([NH2:9])=O)(=S)[NH2:2].[OH2:17].[NH2:18][NH2:19].[C:20](OCC)(=O)C.CCCCCC.C(O)=O>CN(C=O)C.ClCCl.CO>[NH:18]1[CH:20]=[N:2][C:1]([C:4]2[CH:5]=[C:6]([CH:10]=[C:11]([C:13]([F:16])([F:15])[F:14])[CH:12]=2)[C:7]([NH2:9])=[O:17])=[N:19]1 |f:1.2,3.4|. Procedure: In 3-neck 100 mL round-bottomed flask, 3-carbamothioyl-5-(trifluoromethyl)benzamide (3.0 g, 1 eq.) was dissolved in DMF (30 mL, 10 Vol) and dropwise added hydrazine hydrate (1.27 mL, 2.0 eq.) and reaction mixture was stirred at room temperature for 1-2 h. The progress of the reaction was followed by TLC analysis on silica gel with ethyl acetate:hexane (2:8) mobile phase and visualization with UV, SM Rf=0.35 and Product Rf=0.15. Then formic acid (5 mL, 5 vol) was added and stirred for 1 h at the ... Starting materials: COC=1C=C(C=O)C=C(C1)OC (3,5-dimethoxybenzaldehyde), C(C)(=O)Cl (acetyl chloride), C(C)OCC (diethyl ether), [Cl-].[NH4+] (ammonium chloride). Reagents/catalysts: [Zn] (Zinc). The solvent is BrCBr (dibromomethane), CN(C=O)C (N,N-dimethylformamide). Run at time 15 minute. Product: COC=1C=C(C=C)C=C(C1)OC (3,5-dimethoxystyrene). Isolated yield 373.9%. As a reaction SMILES: [C:1](Cl)(=O)C.[CH3:5][O:6][C:7]1[CH:8]=[C:9]([CH:12]=[C:13]([O:15][CH3:16])[CH:14]=1)[CH:10]=O.[Cl-].[NH4+].C(OCC)C>CN(C)C=O.BrCBr.[Zn]>[CH3:5][O:6][C:7]1[CH:8]=[C:9]([CH:12]=[C:13]([O:15][CH3:16])[CH:14]=1)[CH:10]=[CH2:1] |f:2.3|. Procedure: Zinc powder (purity; 85%, 14.75 g) is suspended in N,N-dimethylformamide (50 ml) under argon atmosphere, and thereto is added dropwise with stirring acetyl chloride (1.06 g) at 50° C. over a period of 10 minutes, and then the mixture is stirred for 15 minutes. To the mixture is added dropwise a solution of 3,5-dimethoxybenzaldehyde (10 g) in dibromomethane (15.69 g) over a period of 20 minutes, and the mixture is stirred for 30 minutes. The reaction solution is cooled with ice, and thereto is ad... The yield is 88.2%. Procedure: To a stirred solution of 2 mL (23 mmol) of aminomethyl cyclopropane in 25 mL methylene chloride was added 4.8 mL (28 mmol) of diisopropylethyl amine. After 10 minutes of stirring, 4.49 g (23 mmol) of 4-fluorobenzene sulfonyl chloride was added and the mixture was allowed to stir for 4 hours. The reaction mixture was quenched with water and the organic layer was washed twice with 1N HCl, twice with water, dried over magnesium sulfate and then concentrated in vacuo. Then the solid was dried under ... Reaction SMILES: [NH2:1][CH2:2][CH:3]1[CH2:5][CH2:4]1.C(N(C(C)C)CC)(C)C.[F:15][C:16]1[CH:21]=[CH:20][C:19]([S:22](Cl)(=[O:24])=[O:23])=[CH:18][CH:17]=1>C(Cl)Cl>[CH:3]1([CH2:2][NH:1][S:22]([C:19]2[CH:20]=[CH:21][C:16]([F:15])=[CH:17][CH:18]=2)(=[O:24])=[O:23])[CH2:5][CH2:4]1. Reaction conditions: time 10 minute. Product: C1(CC1)CNS(=O)(=O)C1=CC=C(C=C1)F (N-Cyclopropylmethyl-4-fluoro-benzenesulfonamide). Run in C(Cl)Cl (methylene chloride). Reactants: NCC1CC1 (aminomethyl cyclopropane), C(C)(C)N(CC)C(C)C (diisopropylethyl amine), FC1=CC=C(C=C1)S(=O)(=O)Cl (4-fluorobenzene sulfonyl chloride).